From a dataset of the Open Reaction Database (ORD), a public repository of structured organic reaction records. describe an organic reaction: reactants, conditions, products, and yield The reactants are C(C)OC(C1=CC(=CC(=C1)F)C1=C(CCC1)Br)=O (3-(2-bromocyclopent-1-enyl)-5-fluorobenzoic acid ethyl ester), FC(C=1C=CC(=C(C1)B(O)O)OCC1=CC=C(C=C1)F)(F)F ([5-trifluoromethyl-2-(4-fluorobenzyloxy)phenyl]boronic acid). The product is C(C)OC(C1=CC(=CC(=C1)F)C1=C(CCC1)C1=C(C=CC(=C1)C(F)(F)F)OCC1=CC=C(C=C1)F)=O (3-{2-[5-Trifluoromethyl-2-(4-fluorobenzyloxy)phenyl]cyclopent-1-enyl}-5-fluorobenzoic acid ethyl ester). RXN SMILES: [CH2:1]([O:3][C:4](=[O:18])[C:5]1[CH:10]=[C:9]([F:11])[CH:8]=[C:7]([C:12]2[CH2:16][CH2:15][CH2:14][C:13]=2Br)[CH:6]=1)[CH3:2].[F:19][C:20]([F:40])([F:39])[C:21]1[CH:22]=[CH:23][C:24]([O:30][CH2:31][C:32]2[CH:37]=[CH:36][C:35]([F:38])=[CH:34][CH:33]=2)=[C:25](B(O)O)[CH:26]=1>>[CH2:1]([O:3][C:4](=[O:18])[C:5]1[CH:10]=[C:9]([F:11])[CH:8]=[C:7]([C:12]2[CH2:16][CH2:15][CH2:14][C:13]=2[C:23]2[CH:22]=[C:21]([C:20]([F:40])([F:19])[F:39])[CH:26]=[CH:25][C:24]=2[O:30][CH2:31][C:32]2[CH:37]=[CH:36][C:35]([F:38])=[CH:34][CH:33]=2)[CH:6]=1)[CH3:2]. Procedure details: Prepared by general procedure B(iii) but using 3-(2-bromocyclopent-1-enyl)-5-fluorobenzoic acid ethyl ester instead of 3-(2-bromo-cyclopent-1-enyl)-6-methyl benzoic acid ethyl ester and using [5-trifluoromethyl-2-(4-fluorobenzyloxy)phenyl]boronic acid instead of (5-chloro-2-benzyloxyphenyl)boronic acid. The reactants are C(\C=C\C(=O)O)(=O)O (fumaric acid), FC1=CC2=C(C(=NO2)C2CCNCC2)C=C1 (6-fluoro-3-(4-piperidinyl)-1,2-benzisoxazole), C(=O)([O-])[O-].[K+].[K+] (K2CO3), C(C)(=O)OCCBr (2-bromoethyl acetate). Run in C(C)O (ethanol), C(C)#N (acetonitrile), C(C)O (ethanol). The product is C(\C=C\C(=O)O)(=O)O.C(C)(=O)OCCN1CCC(CC1)C1=NOC2=C1C=CC(=C2)F (2-[4-(6-Fluoro-1,2-benzisoxazol-3-yl)-1-piperidinyl]ethyl acetate fumarate). RXN SMILES: [F:1][C:2]1[CH:16]=[CH:15][C:5]2[C:6]([CH:9]3[CH2:14][CH2:13][NH:12][CH2:11][CH2:10]3)=[N:7][O:8][C:4]=2[CH:3]=1.C([O-])([O-])=O.[K+].[K+].[C:23]([O:26][CH2:27][CH2:28]Br)(=[O:25])[CH3:24].[C:30]([OH:37])(=[O:36])/[CH:31]=[CH:32]/[C:33]([OH:35])=[O:34]>C(#N)C.C(O)C>[C:30]([OH:37])(=[O:36])/[CH:31]=[CH:32]/[C:33]([OH:35])=[O:34].[C:23]([O:26][CH2:27][CH2:28][N:12]1[CH2:11][CH2:10][CH:9]([C:6]2[C:5]3[CH:15]=[CH:16][C:2]([F:1])=[CH:3][C:4]=3[O:8][N:7]=2)[CH2:14][CH2:13]1)(=[O:25])[CH3:24] |f:1.2.3,8.9|. Procedure details: A mixture of 6-fluoro-3-(4-piperidinyl)-1,2-benzisoxazole (3.0 g, 13.6 mmol), K2CO3 (3.5 g, 25 mmol), 2-bromoethyl acetate (4 g, 26.5 mmol) in acetonitrile (50 ml) was heated at reflux for 4 hours. After cooling to room temperature, the inorganic salts were filtered and washed with DCM (dichloromethane 50 ml). The organic solvent was removed on a rotary evaporator to give an oil. The oily product was purified on a flash chromatography column (60 g of SiO2 ; eluted with MeOH 2%-4% in DCM). The pu... Reactants: BrC1=C(C=CC(=C1)F)C1N=C(NC(=C1C(=O)OCC)CBr)C=1SC=NN1 (Ethyl 4-(2-bromo-4-fluorophenyl)-6-(bromomethyl)-2-(1,3,4-thiadiazol-2-yl)-1,4-dihydropyrimidine-5-carboxylate), N1C(COCC1)C(=O)O (morpholine-3-carboxylic acid). Yields the product BrC1=C(C=CC(=C1)F)C1C(=C(NC(=N1)C=1SC=NN1)CN1C(COCC1)C(=O)O)C(=O)OCC (4-((6-(2-bromo-4-fluorophenyl)-5-(ethoxycarbonyl)-2-(1,3,4-thiadiazol-2-yl)-3,6-dihydropyrimidin-4-yl)methyl)morpholine-3-carboxylic acid). The yield is 72.2%. As a reaction SMILES: [Br:1][C:2]1[CH:7]=[C:6]([F:8])[CH:5]=[CH:4][C:3]=1[CH:9]1[C:14]([C:15]([O:17][CH2:18][CH3:19])=[O:16])=[C:13]([CH2:20]Br)[NH:12][C:11]([C:22]2[S:23][CH:24]=[N:25][N:26]=2)=[N:10]1.[NH:27]1[CH2:32][CH2:31][O:30][CH2:29][CH:28]1[C:33]([OH:35])=[O:34]>>[Br:1][C:2]1[CH:7]=[C:6]([F:8])[CH:5]=[CH:4][C:3]=1[CH:9]1[N:10]=[C:11]([C:22]2[S:23][CH:24]=[N:25][N:26]=2)[NH:12][C:13]([CH2:20][N:27]2[CH2:32][CH2:31][O:30][CH2:29][CH:28]2[C:33]([OH:35])=[O:34])=[C:14]1[C:15]([O:17][CH2:18][CH3:19])=[O:16]. Procedure details: Ethyl 4-(2-bromo-4-fluorophenyl)-6-(bromomethyl)-2-(1,3,4-thiadiazol-2-yl)-1,4-dihydropyrimidine-5-carboxylate (0.76 g, 1.5 mmol) was reacted with morpholine-3-carboxylic acid (0.2 g, 1.5 mmol) according to the procedure as described in Example 1, Step C to give the title compound as a yellow solid (0.6 g, 72%). The compound was characterized by the following spectroscopic data: Starting materials: CC1(C2=C(C(=CC=C2)P(C3=CC=CC=C3)C4=CC=CC=C4)OC5=C(C=CC=C51)P(C6=CC=CC=C6)C7=CC=CC=C7)C (Xantphos), BrC=1C=CC2=C(C3=NC(=CN3CCO2)I)C1 (9-bromo-2-iodo-4,5-dihydro-6-oxa-1,3a-diaza-benzo[e]azulene), Cl.COCC(=N)N (2-methoxy-acetamidine hydrochloride), TEA, Cl.C(C)(C)NN (isopropyl-hydrazine hydrochloride). The reagents and catalysts are C(C)(=O)[O-].[Pd+2].C(C)(=O)[O-] (palladium (II) acetate). Run in CN(C)C=O (DMF), C(C)(=O)O (acetic acid), C(C)(=O)OCC (ethyl acetate). Run at temperature 60 celsius, time 3.5 hour. Product: BrC=1C=CC2=C(C3=NC(=CN3CCO2)C=2N(N=C(N2)COC)C(C)C)C1 (9-Bromo-2-(2-isopropyl-5-methoxymethyl-2H-[1,2,4]triazol-3-yl)-4,5-dihydro-6-oxa-1,3a-diaza-benzo[e]azulene). Yield: 769.2%. As a reaction SMILES: [Br:1][C:2]1[CH:3]=[CH:4][C:5]2[O:14][CH2:13][CH2:12][N:11]3[C:7](=[N:8][C:9](I)=[CH:10]3)[C:6]=2[CH:16]=1.Cl.[CH3:18][O:19][CH2:20][C:21]([NH2:23])=[NH:22].[CH3:24][C:25]1([CH3:65])C2C(=C(P(C3C=CC=CC=3)C3C=CC=CC=3)C=CC=2)OC2C(P(C3C=CC=CC=3)C3C=CC=CC=3)=CC=CC1=2.Cl.[CH:67]([NH:70]N)(C)C>CN(C=O)C.C(OCC)(=O)C.C([O-])(=O)C.[Pd+2].C([O-])(=O)C.C(O)(=O)C>[Br:1][C:2]1[CH:3]=[CH:4][C:5]2[O:14][CH2:13][CH2:12][N:11]3[C:7](=[N:8][C:9]([C:67]4[N:70]([CH:25]([CH3:65])[CH3:24])[N:22]=[C:21]([CH2:20][O:19][CH3:18])[N:23]=4)=[CH:10]3)[C:6]=2[CH:16]=1 |f:1.2,4.5,8.9.10|. Reported procedure: A mixture of 9-bromo-2-iodo-4,5-dihydro-6-oxa-1,3a-diaza-benzo[e]azulene (2.00 g, 5.1 mmol), 2-methoxy-acetamidine hydrochloride (0.76 g, 6.1 mmol) and TEA (5.00 mL, 35.9 mmol) in DMF (38 mL) was evacuated and refilled with nitrogen (×3). The reaction was treated with Xantphos (0.15 g, 0.26 mmol) and palladium (II) acetate (57 mg, 0.26 mmol) before the reaction was purged with carbon monoxide gas and the reaction stirred at 60° C. for 3.5 h. The reaction mixture was cooled to RT, purged with nit... Starting materials: C1(=CC=CC=C1)N1N=CC(=C1C(F)(F)F)C1=C2C(=NO1)C1=CC=C(C=C1CC2)C=C (3-(1-phenyl-5-(trifluoromethyl)-1H-pyrazol-4-yl)-7-vinyl-4,5-dihydronaphtho[1,2-c]isoxazole), C1(CCCCC1)C1=C(C=C(C(=O)OC)C=C1)C(F)(F)F (methyl 4-cyclohexyl-3-(trifluoromethyl)benzoate), C(=C)C=1C=C2CCC\C(\C2=CC1)=N/O ((E)-6-vinyl-3,4-dihydronaphthalen-1(2H)-one oxime), C(=C)C=1C=C2CCC\C(\C2=CC1)=N/O ((E)-6-vinyl-3,4-dihydronaphthalen-1(2H)-one oxime). The product is C1(CCCCC1)C1=C(C=C(C=C1)C1=C2C(=NO1)C1=CC=C(C=C1CC2)C=C)C(F)(F)F (3-(4-cyclohexyl-3-(trifluoromethyl)phenyl)-7-vinyl-4,5-dihydronaphtho[1,2-c]isoxazole). RXN SMILES: C1(N2C(C(F)(F)F)=C(C3ON=C4C5C(CCC=34)=CC(C=C)=CC=5)C=N2)C=CC=CC=1.[CH:31]([C:33]1[CH:34]=[C:35]2[C:40](=[CH:41][CH:42]=1)/[C:39](=[N:43]/[OH:44])/[CH2:38][CH2:37][CH2:36]2)=[CH2:32].[CH:45]1([C:51]2[CH:60]=[CH:59][C:54]([C:55](OC)=O)=[CH:53][C:52]=2[C:61]([F:64])([F:63])[F:62])[CH2:50][CH2:49][CH2:48][CH2:47][CH2:46]1>>[CH:45]1([C:51]2[CH:60]=[CH:59][C:54]([C:55]3[O:44][N:43]=[C:39]4[C:40]5[C:35]([CH2:36][CH2:37][C:38]=34)=[CH:34][C:33]([CH:31]=[CH2:32])=[CH:42][CH:41]=5)=[CH:53][C:52]=2[C:61]([F:62])([F:63])[F:64])[CH2:46][CH2:47][CH2:48][CH2:49][CH2:50]1. Procedure: The titled compound was prepared using the experimental protocol described for Preparation 89A employing 6-vinyl-3,4-dihydronaphthalen-1(2H)-one oxime (Intermediate 1) and methyl 4-cyclohexyl-3-(trifluoromethyl)benzoate (Preparation 118C) as starting materials. The compound had an HPLC retention time=4.83 min. (condition C); LC/MS M+1=424.3.